Dataset: the Open Reaction Database (ORD), a public repository of structured organic reaction records. Task: describe an organic reaction: reactants, conditions, products, and yield The reactants are CCOC(C)=O, CC(=O)OCCNS(=O)(=O)OC1CCC(c2cc(F)ccc2F)(S(=O)(=O)c2ccc(Cl)cc2)CC1, [Li+], C1CCOC1, [OH-], O. The product is O=S(=O)(NCCO)OC1CCC(c2cc(F)ccc2F)(S(=O)(=O)c2ccc(Cl)cc2)CC1. Reaction SMILES: [CH3:38][CH2:39][O:40][C:41](=[O:42])[CH3:43].[Cl:1][c:2]1[cH:3][cH:4][c:5]([S:8](=[O:9])(=[O:10])[C:11]2([c:28]3[c:29]([F:35])[cH:30][cH:31][c:32]([F:34])[cH:33]3)[CH2:12][CH2:13][CH:14]([O:17][S:18](=[O:19])(=[O:20])[NH:21][CH2:22][CH2:23][O:24][C:25](=[O:26])[CH3:27])[CH2:15][CH2:16]2)[cH:6][cH:7]1.[Li+:36].[O:44]1[CH2:45][CH2:46][CH2:47][CH2:48]1.[OH-:37].[OH2:49]>>[Cl:1][c:2]1[cH:3][cH:4][c:5]([S:8](=[O:9])(=[O:10])[C:11]2([c:28]3[c:29]([F:35])[cH:30][cH:31][c:32]([F:34])[cH:33]3)[CH2:12][CH2:13][CH:14]([O:17][S:18](=[O:19])(=[O:20])[NH:21][CH2:22][CH2:23][OH:24])[CH2:15][CH2:16]2)[cH:6][cH:7]1. Reactants: COC(=O)c1ccccc1S(=O)(=O)N=C=O, COc1cc(COc2ccccc2)nc(N)n1, CC#N. The product is COC(=O)c1ccccc1S(=O)(=O)NC(=O)Nc1nc(COc2ccccc2)cc(OC)n1. RXN SMILES: [C:18](=[O:19])([O:20][CH3:21])[c:22]1[c:23]([S:28](=[O:29])(=[O:30])[N:31]=[C:32]=[O:33])[cH:24][cH:25][cH:26][cH:27]1.[CH3:1][O:2][c:3]1[n:4][c:5]([NH2:17])[n:6][c:7]([CH2:9][O:10][c:11]2[cH:12][cH:13][cH:14][cH:15][cH:16]2)[cH:8]1.[CH3:34][C:35]#[N:36]>>[CH3:1][O:2][c:3]1[n:4][c:5]([NH:17][C:32]([NH:31][S:28]([c:23]2[c:22]([C:18](=[O:19])[O:20][CH3:21])[cH:27][cH:26][cH:25][cH:24]2)(=[O:29])=[O:30])=[O:33])[n:6][c:7]([CH2:9][O:10][c:11]2[cH:12][cH:13][cH:14][cH:15][cH:16]2)[cH:8]1. Reagents/catalysts: [Fe] (iron). Procedure details: A mixture of 91 g (299.6 mmol) of 4-(3-chloro-propoxy)-5-methoxy-2-nitro-benzoic acid methyl ester and 55.2 g (988.8 mmol) of iron was mechanically stirred at reflux in a mixture containing 60.1 g ammonium chloride, 500 ml water, and 1300 ml methanol for 5.5 hr. The mixture was concentrated and mixed with ethyl acetate. The organic solution was washed with water and saturated sodium bicarbonate. The solution was dried over magnesium sulfate and filtered through a short column of silica gel. The ... Reaction SMILES: [CH3:1][O:2][C:3](=[O:20])[C:4]1[CH:9]=[C:8]([O:10][CH3:11])[C:7]([O:12][CH2:13][CH2:14][CH2:15][Cl:16])=[CH:6][C:5]=1[N+:17]([O-])=O.[Cl-].[NH4+].O.Cl>[Fe].CO>[CH3:1][O:2][C:3](=[O:20])[C:4]1[CH:9]=[C:8]([O:10][CH3:11])[C:7]([O:12][CH2:13][CH2:14][CH2:15][Cl:16])=[CH:6][C:5]=1[NH2:17] |f:1.2|. Yields the product COC(C1=C(C=C(C(=C1)OC)OCCCCl)N)=O (2-Amino-4-(3-chloro-propoxy)-5-methoxy-benzoic acid methyl ester). Solvent: CO (methanol). Reactants: Cl (HCl), COC(C1=C(C=C(C(=C1)OC)OCCCCl)[N+](=O)[O-])=O (4-(3-chloro-propoxy)-5-methoxy-2-nitro-benzoic acid methyl ester), [Cl-].[NH4+] (ammonium chloride), O (water). Reactants: [N+](=O)([O-])C1=C(OCC(=O)OCC)C=C(C(=C1)[N+](=O)[O-])Cl (ethyl 2,4-dinitro-5-chlorophenoxyacetate), [F-].[K+] (potassium fluoride). Solvent: CS(=O)C (dimethylsulfoxide), ice water. Product: [N+](=O)([O-])C1=C(OCC(=O)OCC)C=C(C(=C1)[N+](=O)[O-])F (ethyl 2,4-dinitro-5-fluorophenoxyacetate). Isolated yield 89.9%. As a reaction SMILES: [N+:1]([C:4]1[CH:16]=[C:15]([N+:17]([O-:19])=[O:18])[C:14](Cl)=[CH:13][C:5]=1[O:6][CH2:7][C:8]([O:10][CH2:11][CH3:12])=[O:9])([O-:3])=[O:2].[F-:21].[K+]>CS(C)=O>[N+:1]([C:4]1[CH:16]=[C:15]([N+:17]([O-:19])=[O:18])[C:14]([F:21])=[CH:13][C:5]=1[O:6][CH2:7][C:8]([O:10][CH2:11][CH3:12])=[O:9])([O-:3])=[O:2] |f:1.2|. Procedure details: A suspension of ethyl 2,4-dinitro-5-chlorophenoxyacetate (2.0 g) and potassium fluoride (0.57 g) in dimethylsulfoxide (10 g) was stirred at a temperature of 90° to 101° C. After cooling, the reaction mixture was diluted with ice water (200 ml) and extracted with ethyl acetate. The organic layer was washed with water and saturated sodium chloride solution in order, dried over anhydrous magnesium sulfate and concentrated to give ethyl 2,4-dinitro-5-fluorophenoxyacetate (1.7 g; yield, 89.9%). M.P.,... Yields the product C(C1=CC=CC=C1)(C1=CC=CC=C1)(C1=CC=CC=C1)OCC(COC(C1=CC=CC=C1)(C1=CC=CC=C1)C1=CC=CC=C1)O (1,3-bis(trityloxy)propan-2-ol). Run at time 8 hour. Procedure details: Glycerol (5.0 g, 54.28 mmol) was dried by coevaporations with dry pyridine and dissolved in the same solvent (100 mL). Trityl chloride (45 g, 0.16 mol) was added portionwise, and the mixture was stirred overnight at RT. All volatiles were removed in vacuo. The residue was dissolved in dichloromethane, washed twice with sat NaHCO3 and dried over Na2SO4. Precipitation from diethyl ether gave the title compound (30 g). 1H NMR (CDCl3): 7.40-7.22 (30H) 3.94 (1H, m); 3.29 (4H, m); 2.29 (1H, d, J 5.9).... Reaction SMILES: [OH:1][CH2:2][CH:3]([CH2:5][OH:6])[OH:4].[C:7](Cl)([C:20]1[CH:25]=[CH:24][CH:23]=[CH:22][CH:21]=1)([C:14]1[CH:19]=[CH:18][CH:17]=[CH:16][CH:15]=1)[C:8]1[CH:13]=[CH:12][CH:11]=[CH:10][CH:9]=1>N1C=CC=CC=1>[C:7]([O:1][CH2:2][CH:3]([OH:4])[CH2:5][O:6][C:7]([C:8]1[CH:13]=[CH:12][CH:11]=[CH:10][CH:9]=1)([C:20]1[CH:21]=[CH:22][CH:23]=[CH:24][CH:25]=1)[C:14]1[CH:15]=[CH:16][CH:17]=[CH:18][CH:19]=1)([C:20]1[CH:25]=[CH:24][CH:23]=[CH:22][CH:21]=1)([C:14]1[CH:19]=[CH:18][CH:17]=[CH:16][CH:15]=1)[C:8]1[CH:13]=[CH:12][CH:11]=[CH:10][CH:9]=1. Isolated yield 95.8%. Run in N1=CC=CC=C1 (pyridine), solvent. The reactants are C(C1=CC=CC=C1)(C1=CC=CC=C1)(C1=CC=CC=C1)Cl (Trityl chloride), OCC(O)CO (Glycerol). Reactants: Cl, O=S(=O)(Cl)c1cc2ccc(F)cc2s1, NC1CCN(Cc2cc3ncccc3o2)C1=O. The product is O=C1C(NS(=O)(=O)c2cc3ccc(F)cc3s2)CCN1Cc1cc2ncccc2o1. RXN SMILES: [ClH:15].[F:1][c:2]1[cH:3][cH:4][c:5]2[c:6]([s:7][c:8]([S:10](=[O:11])(=[O:12])[Cl:13])[cH:9]2)[cH:14]1.[NH2:16][CH:17]1[C:18](=[O:32])[N:19]([CH2:22][c:23]2[cH:24][c:25]3[n:26][cH:27][cH:28][cH:29][c:30]3[o:31]2)[CH2:20][CH2:21]1>>[F:1][c:2]1[cH:3][cH:4][c:5]2[c:6]([s:7][c:8]([S:10](=[O:11])(=[O:12])[NH:16][CH:17]3[C:18](=[O:32])[N:19]([CH2:22][c:23]4[cH:24][c:25]5[n:26][cH:27][cH:28][cH:29][c:30]5[o:31]4)[CH2:20][CH2:21]3)[cH:9]2)[cH:14]1.